Dataset: the Open Reaction Database (ORD), a public repository of structured organic reaction records. Task: describe an organic reaction: reactants, conditions, products, and yield Reactants: O=C1CCC(=O)N1Br, Cc1nn(-c2ccc(Cl)cc2F)c(=O)n1C(F)F, O=S(=O)(O)O. The product is Cc1nn(-c2cc(Br)c(Cl)cc2F)c(=O)n1C(F)F. Reaction SMILES: [Br:19][N:20]1[C:21](=[O:22])[CH2:23][CH2:24][C:25]1=[O:26].[Cl:1][c:2]1[cH:3][c:4]([F:18])[c:5](-[n:8]2[n:9][c:10]([CH3:17])[n:11]([CH:14]([F:15])[F:16])[c:12]2=[O:13])[cH:6][cH:7]1.[S:27](=[O:28])(=[O:29])([OH:30])[OH:31]>>[Cl:1][c:2]1[cH:3][c:4]([F:18])[c:5](-[n:8]2[n:9][c:10]([CH3:17])[n:11]([CH:14]([F:15])[F:16])[c:12]2=[O:13])[cH:6][c:7]1[Br:19].